This data is from the Open Reaction Database (ORD), a public repository of structured organic reaction records. The task is: describe an organic reaction: reactants, conditions, products, and yield Reactants: CCOC(=O)CN(SCl)C(=O)OCC, CNC(=O)Oc1cccc2c1OC(C)(C)C2, ClC(Cl)Cl, c1ccncc1. The product is CCOC(=O)CN(SN(C)C(=O)Oc1cccc2c1OC(C)(C)C2)C(=O)OCC. As a reaction SMILES: [CH2:17]([CH3:18])[O:19][C:20](=[O:21])[N:22]([CH2:23][C:24](=[O:25])[O:26][CH2:27][CH3:28])[S:29][Cl:30].[CH3:1][NH:2][C:3]([O:4][c:5]1[cH:6][cH:7][cH:8][c:9]2[c:13]1[O:12][C:11]([CH3:14])([CH3:15])[CH2:10]2)=[O:16].[CH:37]([Cl:38])([Cl:39])[Cl:40].[cH:31]1[cH:32][cH:33][n:34][cH:35][cH:36]1>>[CH3:1][N:2]([C:3]([O:4][c:5]1[cH:6][cH:7][cH:8][c:9]2[c:13]1[O:12][C:11]([CH3:14])([CH3:15])[CH2:10]2)=[O:16])[S:29][N:22]([C:20]([O:19][CH2:17][CH3:18])=[O:21])[CH2:23][C:24](=[O:25])[O:26][CH2:27][CH3:28]. The reactants are O=C([O-])O, COc1cc(OCc2sc(-c3ccc(C(F)(F)F)cc3)nc2CCCOCc2ccccc2)ccc1-c1noc(=O)[nH]1, CO, ClCCl, C[Si](C)(C)I, [Na+]. Reaction SMILES: [C:50](=[O:51])([OH:52])[O-:53].[CH2:1]([c:2]1[cH:3][cH:4][cH:5][cH:6][cH:7]1)[O:8][CH2:9][CH2:10][CH2:11][c:12]1[n:13][c:14](-[c:33]2[cH:34][cH:35][c:36]([C:39]([F:40])([F:41])[F:42])[cH:37][cH:38]2)[s:15][c:16]1[CH2:17][O:18][c:19]1[cH:20][c:21]([O:31][CH3:32])[c:22](-[c:25]2[n:26][o:27][c:28](=[O:30])[nH:29]2)[cH:23][cH:24]1.[CH3:48][OH:49].[Cl:55][CH2:56][Cl:57].[I:43][Si:44]([CH3:45])([CH3:46])[CH3:47].[Na+:54]>>[OH:8][CH2:9][CH2:10][CH2:11][c:12]1[n:13][c:14](-[c:33]2[cH:34][cH:35][c:36]([C:39]([F:40])([F:41])[F:42])[cH:37][cH:38]2)[s:15][c:16]1[CH2:17][O:18][c:19]1[cH:20][c:21]([O:31][CH3:32])[c:22](-[c:25]2[n:26][o:27][c:28](=[O:30])[nH:29]2)[cH:23][cH:24]1. The product is COc1cc(OCc2sc(-c3ccc(C(F)(F)F)cc3)nc2CCCO)ccc1-c1noc(=O)[nH]1. Reactants: C1CCOC1, CO, [Cl-], CCC(C1CCCCO1)N1C(=O)C(C)(CC(O)CO)CC(c2cccc(Cl)c2)C1c1ccc(Cl)cc1, [O-][I+3]([O-])([O-])[O-], [Na+], [Na+], O. Product: CCC(C1CCCCO1)N1C(=O)C(C)(CC=O)CC(c2cccc(Cl)c2)C1c1ccc(Cl)cc1. As a reaction SMILES: [CH2:46]1[O:47][CH2:48][CH2:49][CH2:50]1.[CH3:43][OH:44].[Cl-:51].[Cl:1][c:2]1[cH:3][c:4]([CH:8]2[CH2:9][C:10]([CH3:31])([CH2:32][CH:33]([CH2:34][OH:35])[OH:36])[C:11](=[O:30])[N:12]([CH:21]([CH2:22][CH3:23])[CH:24]3[O:25][CH2:26][CH2:27][CH2:28][CH2:29]3)[CH:13]2[c:14]2[cH:15][cH:16][c:17]([Cl:20])[cH:18][cH:19]2)[cH:5][cH:6][cH:7]1.[I+3:37]([O-:38])([O-:39])([O-:40])[O-:41].[Na+:42].[Na+:52].[OH2:45]>>[Cl:1][c:2]1[cH:3][c:4]([CH:8]2[CH2:9][C:10]([CH3:31])([CH2:32][CH:33]=[O:36])[C:11](=[O:30])[N:12]([CH:21]([CH2:22][CH3:23])[CH:24]3[O:25][CH2:26][CH2:27][CH2:28][CH2:29]3)[CH:13]2[c:14]2[cH:15][cH:16][c:17]([Cl:20])[cH:18][cH:19]2)[cH:5][cH:6][cH:7]1. Starting materials: C=C(C)c1ccc(C(C)(C)C(F)(F)F)cc1, Cn1ccnc1, Cc1ccccc1, CCOC(=O)C=[N+]=[N-]. The product is CCOC(=O)C1CC1(C)c1ccc(C(C)(C)C(F)(F)F)cc1. Reaction SMILES: [C:1](=[CH2:2])([CH3:3])[c:4]1[cH:5][cH:6][c:7]([C:10]([C:11]([F:12])([F:13])[F:14])([CH3:15])[CH3:16])[cH:8][cH:9]1.[CH3:17][n:18]1[cH:19][n:20][cH:21][cH:22]1.[CH3:31][c:32]1[cH:33][cH:34][cH:35][cH:36][cH:37]1.[N+:23](=[N-:24])=[CH:25][C:26](=[O:27])[O:28][CH2:29][CH3:30]>>[C:1]1([CH3:3])([c:4]2[cH:5][cH:6][c:7]([C:10]([C:11]([F:12])([F:13])[F:14])([CH3:15])[CH3:16])[cH:8][cH:9]2)[CH2:2][CH:25]1[C:26](=[O:27])[O:28][CH2:29][CH3:30].